Dataset: the Open Reaction Database (ORD), a public repository of structured organic reaction records. Task: describe an organic reaction: reactants, conditions, products, and yield Reported procedure: 2-[4-(2,4-Difluoro-phenyl)-4H-[1,2,4]triazol-3-yl]-4,5-dihydro-6-oxa-1-thia-benzo[e]azulene-9-carboxylic acid and ethanolamine were reacted in the general amide coupling procedure to give 375. NMR: (CDCl3): 2.72 (1H, s, OH), 3.01-3.04 (2H, m), 3.57-3.61 (2H, m), 3.72-3.81 (2H, m), 4.20-4.23 (2H, m), 6.68-6.72 (1H, m, NH), 6.79 (1H, s, Ar), 6.94 (1H, d, J 8.4, Ar), 7.02-7.06 (2H, m, Ar), 7.33-7.40 (1H, m, Ar), 7.50-7.53 (1H, m, Ar), 7.89-7.90 (1H, m, Ar) and 8.16 (1H, s, Ar). MS: (ESI+) MH+=469.0... Starting materials: FC1=C(C=CC(=C1)F)N1C(=NN=C1)C1=CC=2CCOC3=C(C2S1)C=C(C=C3)C(=O)O (2-[4-(2,4-Difluoro-phenyl)-4H-[1,2,4]triazol-3-yl]-4,5-dihydro-6-oxa-1-thia-benzo[e]azulene-9-carboxylic acid), C(O)CN (ethanolamine), amide. Yields the product FC1=C(C=CC(=C1)F)N1C(=NN=C1)C1=CC2=C(C3=C(OCC2)C=CC(=C3)C(=O)NCCO)S1 (2-(4-(2,4-difluorophenyl)-4H-1,2,4-triazol-3-yl)-N-(2-hydroxyethyl)-4,5-dihydrobenzo[b]thieno[2,3-d]oxepine-9-carboxamide). As a reaction SMILES: [F:1][C:2]1[CH:7]=[C:6]([F:8])[CH:5]=[CH:4][C:3]=1[N:9]1[CH:13]=[N:12][N:11]=[C:10]1[C:14]1[S:23][C:22]2[C:21]3[CH:24]=[C:25]([C:28](O)=[O:29])[CH:26]=[CH:27][C:20]=3[O:19][CH2:18][CH2:17][C:16]=2[CH:15]=1.[CH2:31]([CH2:33][NH2:34])[OH:32]>>[F:1][C:2]1[CH:7]=[C:6]([F:8])[CH:5]=[CH:4][C:3]=1[N:9]1[CH:13]=[N:12][N:11]=[C:10]1[C:14]1[S:23][C:22]2[C:21]3[CH:24]=[C:25]([C:28]([NH:34][CH2:33][CH2:31][OH:32])=[O:29])[CH:26]=[CH:27][C:20]=3[O:19][CH2:18][CH2:17][C:16]=2[CH:15]=1. RXN SMILES: Cl[C:2]1[CH:3]=[C:4]2[N:11]([CH:12]([CH3:14])[CH3:13])[C:10]([CH3:16])([CH3:15])[CH2:9][N:5]2[C:6](=[O:8])[N:7]=1.[F:17][C:18]1[CH:19]=[C:20]([CH2:25][OH:26])[CH:21]=[C:22]([F:24])[CH:23]=1>>[F:17][C:18]1[CH:19]=[C:20]([CH:21]=[C:22]([F:24])[CH:23]=1)[CH2:25][O:26][C:2]1[CH:3]=[C:4]2[N:11]([CH:12]([CH3:14])[CH3:13])[C:10]([CH3:16])([CH3:15])[CH2:9][N:5]2[C:6](=[O:8])[N:7]=1. Starting materials: E9, ClC=1C=C2N(C(N1)=O)CC(N2C(C)C)(C)C (7-chloro-1-isopropyl-2,2-dimethyl-2,3-dihydroimidazo[1,2-c]pyrimidin-5(1H)-one), FC=1C=C(C=C(C1)F)CO ((3,5-difluorophenyl)methanol). Yields the product FC=1C=C(COC=2C=C3N(C(N2)=O)CC(N3C(C)C)(C)C)C=C(C1)F (7-((3,5-difluorobenzyl)oxy)-1-isopropyl-2,2-dimethyl-2,3-dihydroimidazo[1,2-c]pyrimidin-5(1H)-one). Reported procedure: The title compound was prepared by a procedure similar to that described for E9 starting from 7-chloro-1-isopropyl-2,2-dimethyl-2,3-dihydroimidazo[1,2-c]pyrimidin-5(1H)-one and (3,5-difluorophenyl)methanol. Starting materials: ClC1=CC=CC=2N=C(SC21)C=2C(=NC(=NC2OC)N2CCOCC2)N[C@H]2CN(CCC2)C(=O)OC(C)(C)C (tert-butyl (3R)-3-[[5-(7-chloro-1,3-benzothiazol-2-yl)-6-methoxy-2-(morpholin-4-yl)pyrimidin-4-yl]amino]piperidine-1-carboxylate), Cl (hydrochloric acid). The product is ClC1=CC=CC=2N=C(SC21)C=2C(NC(=NC2N[C@H]2CNCCC2)N2CCOCC2)=O ((R)-5-(7-chlorobenzo[d]thiazol-2-yl)-2-morpholino-6-(piperidin-3-ylamino)pyrimidin-4(3H)-one). Reaction SMILES: [Cl:1][C:2]1[C:10]2[S:9][C:8]([C:11]3[C:12]([NH:25][C@@H:26]4[CH2:31][CH2:30][CH2:29][N:28](C(OC(C)(C)C)=O)[CH2:27]4)=[N:13][C:14]([N:19]4[CH2:24][CH2:23][O:22][CH2:21][CH2:20]4)=[N:15][C:16]=3[O:17]C)=[N:7][C:6]=2[CH:5]=[CH:4][CH:3]=1.Cl>>[Cl:1][C:2]1[C:10]2[S:9][C:8]([C:11]3[C:16](=[O:17])[NH:15][C:14]([N:19]4[CH2:20][CH2:21][O:22][CH2:23][CH2:24]4)=[N:13][C:12]=3[NH:25][C@@H:26]3[CH2:31][CH2:30][CH2:29][NH:28][CH2:27]3)=[N:7][C:6]=2[CH:5]=[CH:4][CH:3]=1. Procedure details: Following the same procedure as in step 4 of Example 337 using tert-butyl (3R)-3-[[5-(7-chloro-1,3-benzothiazol-2-yl)-6-methoxy-2-(morpholin-4-yl)pyrimidin-4-yl]amino]piperidine-1-carboxylate (40.0 mg, 0.07 mmol, 1.00 equiv) and 12 N hydrochloric acid (3.0 ml). The solid was collected by filtration and dried in vacuo to give the title compound as an off-white solid. 1H-NMR (400 MHz, DMSO-d6): ppm 1.611-1.736(m, 3H), 1.935(m, 1H), 2.621-2.819(m, 3H), 3.079-3.114(m, 1H), 3.687-3.698(m, 8H), 4.157-... Starting materials: [OH-].[Na+] (NaOH), solution, O.NN (hydrazine hydrate), C1=CC2=C(C=C1C(=O)O)C(=O)C3=C2C=CC(=C3)C(=O)O (9-fluorenone-2,7-dicarboxylic acid), Cl (HCl). Solvent: O (water), C(COCCO)O (diethylene glycol). Product: C1=C(C=CC=2C3=CC=C(C=C3CC12)C(=O)O)C(=O)O (2,7-fluorenedicarboxylic acid). Reaction SMILES: [CH:1]1[C:6]([C:7]([OH:9])=[O:8])=[CH:5][C:4]2[C:10]([C:12]3[CH:17]=[C:16]([C:18]([OH:20])=[O:19])[CH:15]=[CH:14][C:13]=3[C:3]=2[CH:2]=1)=O.[OH-].[Na+].O.NN.Cl>C(O)COCCO.O>[CH:17]1[C:12]2[CH2:10][C:4]3[C:3](=[CH:2][CH:1]=[C:6]([C:7]([OH:9])=[O:8])[CH:5]=3)[C:13]=2[CH:14]=[CH:15][C:16]=1[C:18]([OH:20])=[O:19] |f:1.2,3.4|. Procedure details: In an argon-purged flask, 9-fluorenone-2,7-dicarboxylic acid (10.0 g, 0.037 mol) was suspended in diethylene glycol (75 mL). The flask was placed in a room temperature oil bath then NaOH (6.2 g, 0.155 mol) and an 80% solution of hydrazine hydrate (7.4 mL, 0.12 mol) were added successively. The reaction mixture was slowly heated to 110 C and refluxed for approximately four hours. The reaction mixture was cooled, carefully poured into water and acidified to pH 2 with concentrated HCl. The product ... The reactants are CCN1CCOCC1, CCN, CCOC(C)=O, CCOC(=O)Cl, COc1ccc(S(=O)(=O)N(CC(=O)O)c2c(Cc3c(F)cccc3F)cccc2OC)cc1OC, C1CCOC1. The product is CCNC(=O)CN(c1c(Cc2c(F)cccc2F)cccc1OC)S(=O)(=O)c1ccc(OC)c(OC)c1. RXN SMILES: [CH2:36]([CH3:37])[N:38]1[CH2:39][CH2:40][O:41][CH2:42][CH2:43]1.[CH3:50][CH2:51][NH2:52].[CH3:58][CH2:59][O:60][C:61](=[O:62])[CH3:63].[Cl:44][C:45]([O:46][CH2:47][CH3:48])=[O:49].[F:1][c:2]1[c:3]([CH2:4][c:5]2[c:6]([N:13]([CH2:14][C:15](=[O:16])[OH:17])[S:18](=[O:19])(=[O:20])[c:21]3[cH:22][c:23]([O:29][CH3:30])[c:24]([O:27][CH3:28])[cH:25][cH:26]3)[c:7]([O:11][CH3:12])[cH:8][cH:9][cH:10]2)[c:31]([F:35])[cH:32][cH:33][cH:34]1.[O:53]1[CH2:54][CH2:55][CH2:56][CH2:57]1>>[F:1][c:2]1[c:3]([CH2:4][c:5]2[c:6]([N:13]([CH2:14][C:15](=[O:17])[NH:38][CH2:36][CH3:37])[S:18](=[O:19])(=[O:20])[c:21]3[cH:22][c:23]([O:29][CH3:30])[c:24]([O:27][CH3:28])[cH:25][cH:26]3)[c:7]([O:11][CH3:12])[cH:8][cH:9][cH:10]2)[c:31]([F:35])[cH:32][cH:33][cH:34]1. Reactants: CN1CCNCC1, CCO, CCCc1nn(C)c2c(=O)[nH]c(Cc3ccc(S(=O)(=O)Cl)cc3)nc12. Product: CCCc1nn(C)c2c(=O)[nH]c(Cc3ccc(S(=O)(=O)N4CCN(C)CC4)cc3)nc12. As a reaction SMILES: [CH3:1][N:2]1[CH2:3][CH2:4][NH:5][CH2:6][CH2:7]1.[CH3:33][CH2:34][OH:35].[CH3:8][n:9]1[n:10][c:11]([CH2:30][CH2:31][CH3:32])[c:12]2[n:13][c:14]([CH2:19][c:20]3[cH:21][cH:22][c:23]([S:26](=[O:27])(=[O:28])[Cl:29])[cH:24][cH:25]3)[nH:15][c:16](=[O:18])[c:17]12>>[CH3:1][N:2]1[CH2:3][CH2:4][N:5]([S:26]([c:23]2[cH:22][cH:21][c:20]([CH2:19][c:14]3[n:13][c:12]4[c:11]([CH2:30][CH2:31][CH3:32])[n:10][n:9]([CH3:8])[c:17]4[c:16](=[O:18])[nH:15]3)[cH:25][cH:24]2)(=[O:27])=[O:28])[CH2:6][CH2:7]1.